Dataset: the Open Reaction Database (ORD), a public repository of structured organic reaction records. Task: describe an organic reaction: reactants, conditions, products, and yield Starting materials: [Br-], C1CCOC1, COc1ccc(Cn2cc(C(=O)N(C)OC)nn2)cc1, C[Mg+]. Yields the product COc1ccc(Cn2cc(C(C)=O)nn2)cc1. Reaction SMILES: [Br-:21].[CH2:24]1[O:25][CH2:26][CH2:27][CH2:28]1.[CH3:1][O:2][N:3]([C:4](=[O:5])[c:6]1[n:7][n:8][n:9]([CH2:11][c:12]2[cH:13][cH:14][c:15]([O:18][CH3:19])[cH:16][cH:17]2)[cH:10]1)[CH3:20].[CH3:22][Mg+:23]>>[C:4](=[O:5])([c:6]1[n:7][n:8][n:9]([CH2:11][c:12]2[cH:13][cH:14][c:15]([O:18][CH3:19])[cH:16][cH:17]2)[cH:10]1)[CH3:22]. Starting materials: C1(=CC=C(C=C1)NC1=C(C=C(C=C1)C1=CC=CC=C1)C1=CC=CC=C1)C1=CC=CC=C1 (N-([1,1′-biphenyl]-4-yl)-[1,1′:3′,1″-terphenyl]-4′-amine), IC1=CC=C(C=C1)OC (4-iodoanisole), CC(C)([O-])C.[Na+] (sodium tert-butoxide), P(C(C)(C)C)(C(C)(C)C)C(C)(C)C (t-Bu3P). The reagents and catalysts are C=1C=CC(=CC1)/C=C/C(=O)/C=C/C2=CC=CC=C2.C=1C=CC(=CC1)/C=C/C(=O)/C=C/C2=CC=CC=C2.C=1C=CC(=CC1)/C=C/C(=O)/C=C/C2=CC=CC=C2.[Pd].[Pd] (Pd2(dba)3), CCCCCC (hexane). Conditions: time 16 hour. Product: C1(=CC=C(C=C1)N(C1=C(C=C(C=C1)C1=CC=CC=C1)C1=CC=CC=C1)C1=CC=C(C=C1)OC)C1=CC=CC=C1 (N-([1,1′-biphenyl]-4-yl)-N-(4-methoxyphenyl)-[1,1′:3′,1″-terphenyl]-4′-amine). Isolated yield 93.7%. As a reaction SMILES: P(C(C)(C)C)(C(C)(C)C)C(C)(C)C.[C:14]1([C:39]2[CH:44]=[CH:43][CH:42]=[CH:41][CH:40]=2)[CH:19]=[CH:18][C:17]([NH:20][C:21]2[CH:26]=[CH:25][C:24]([C:27]3[CH:32]=[CH:31][CH:30]=[CH:29][CH:28]=3)=[CH:23][C:22]=2[C:33]2[CH:38]=[CH:37][CH:36]=[CH:35][CH:34]=2)=[CH:16][CH:15]=1.I[C:46]1[CH:51]=[CH:50][C:49]([O:52][CH3:53])=[CH:48][CH:47]=1.CC(C)([O-])C.[Na+]>C1C=CC(/C=C/C(/C=C/C2C=CC=CC=2)=O)=CC=1.C1C=CC(/C=C/C(/C=C/C2C=CC=CC=2)=O)=CC=1.C1C=CC(/C=C/C(/C=C/C2C=CC=CC=2)=O)=CC=1.[Pd].[Pd].CCCCCC>[C:14]1([C:39]2[CH:40]=[CH:41][CH:42]=[CH:43][CH:44]=2)[CH:19]=[CH:18][C:17]([N:20]([C:46]2[CH:51]=[CH:50][C:49]([O:52][CH3:53])=[CH:48][CH:47]=2)[C:21]2[CH:26]=[CH:25][C:24]([C:27]3[CH:32]=[CH:31][CH:30]=[CH:29][CH:28]=3)=[CH:23][C:22]=2[C:33]2[CH:38]=[CH:37][CH:36]=[CH:35][CH:34]=2)=[CH:16][CH:15]=1 |f:3.4,5.6.7.8.9|. Procedure details: Toluene (200 mL) was bubbled with nitrogen for 15 min, followed by addition of 10% t-Bu3P in hexane (2.9 mL, 1.0 mmol) and Pd2(dba)3 (1.1 g, 1.2 mmol). The mixture was bubbled with nitrogen for 15 min, then N-([1,1′-biphenyl]-4-yl)-[1,1′:3′,1″-terphenyl]-4′-amine (10.6 g, 26.5 mmol), 4-iodoanisole (11.2 g, 48.0 mmol), sodium tert-butoxide (3.5 g, 36.0 mmol) were added. The mixture was bubbled with nitrogen for 15 min and stirred for 16 h at room temperature. The reaction mixture was filtered thr... Starting materials: N1CCC(=CC1)C1=CNC2=CC=CC=C12 (3-(1,2,3,6-tetrahydropyridin-4-yl)-1H-indole), C([O-])([O-])=O.[Na+].[Na+] (sodium carbonate), CN(C=O)C (dimethylformamide), C(C)Br (ethyl bromide). Run in C(C)(=O)OCC (ethyl acetate), O (water). Conditions: time 5 hour. Yields the product C(C)N1CCC(=CC1)C1=CNC2=CC=CC=C12 (3-(1-ethyl-1,2,3,6-tetrahydropyridin-4-yl)-1H-indole). The yield is 67.2%. Reaction SMILES: [NH:1]1[CH2:6][CH:5]=[C:4]([C:7]2[C:15]3[C:10](=[CH:11][CH:12]=[CH:13][CH:14]=3)[NH:9][CH:8]=2)[CH2:3][CH2:2]1.C(=O)([O-])[O-].[Na+].[Na+].CN(C)C=O.[CH2:27](Br)[CH3:28]>C(OCC)(=O)C.O>[CH2:27]([N:1]1[CH2:2][CH:3]=[C:4]([C:7]2[C:15]3[C:10](=[CH:11][CH:12]=[CH:13][CH:14]=3)[NH:9][CH:8]=2)[CH2:5][CH2:6]1)[CH3:28] |f:1.2.3|. Procedure: A mixture of 9.91 g of 3-(1,2,3,6-tetrahydropyridin-4-yl)-1H-indole, 10.6 g of sodium carbonate, 150 ml of dimethylformamide and 4.5 g of ethyl bromide was stirred under an inert atmosphere at 30°-35° C. for 5 hours and was then poured into 1.5 liters of water which caused precipitation. The mixture was stirred for one hour and filtered and the filter was rinsed with water. The recovered product was dried overnight in an oven at 70° C. under reduced pressure in the presence of dehydrating agent ... The reactants are C1(=CC=CC=C1)[C@H](C)N1[C@H]2C=C[C@@H]([C@@H]1C(=O)OCC)C2 (ethyl (1R, 3R, 4S)-2-[(S)-1-phenylethyl]-2-azabicyclo[2.2.1]hept-5-ene-3-carboxylate), C1=CC=CCCC1 (1,3-cycloheptadiene). The product is C1(=CC=CC=C1)C(C)N1C2CCCC(C1C(=O)OCC)C=C2 (ethyl 6-(1-phenylethyl)-6-azabicyclo[3.2.2]non-8-ene-7-carboxylate). Reaction SMILES: [C:1]1([C@@H:7]([N:9]2[C@@H:14]([C:15]([O:17][CH2:18][CH3:19])=[O:16])[C@H:13]3[CH2:20][C@@H:10]2[CH:11]=[CH:12]3)[CH3:8])[CH:6]=[CH:5][CH:4]=[CH:3][CH:2]=1.[CH:21]1CCCC=C[CH:22]=1>>[C:1]1([CH:7]([N:9]2[CH:14]([C:15]([O:17][CH2:18][CH3:19])=[O:16])[CH:13]3[CH:12]=[CH:11][CH:10]2[CH2:20][CH2:21][CH2:22]3)[CH3:8])[CH:2]=[CH:3][CH:4]=[CH:5][CH:6]=1. Procedure: In the reaction (a) of Example 1, 1,3-cycloheptadiene is used in place of cyclopentadiene, to give ethyl 6-(1-phenylethyl)-6-azabicyclo[3.2.2]non-8-ene-7-carboxylate.